Task: describe an organic reaction: reactants, conditions, products, and yield. Dataset: the Open Reaction Database (ORD), a public repository of structured organic reaction records Starting materials: N#N (N2), IC1=CC=C(CN(C(C2=CC=C(C=C2)NC(CC2=C(C=C(C=C2)OC)C(F)(F)F)=O)=O)CC(=O)OC(C)(C)C)C=C1 (tert-butyl 2-(N-(4-iodobenzyl)-4-(2-(4-methoxy-2-(trifluoromethyl)phenyl)acetamido)benzamido)acetate), C(=O)[O-].[Li+] (lithium formate), CCN(C(C)C)C(C)C (DIPEA), C(C)(=O)OC(C)=O (acetic anhydride). The reagents and catalysts are C1=CC=C(C=C1)P([C-]2C=CC=C2)C3=CC=CC=C3.C1=CC=C(C=C1)P([C-]2C=CC=C2)C3=CC=CC=C3.Cl[Pd]Cl.[Fe+2] (PdCl2(dppf)). The solvent is CN(C)C=O (DMF), CC(OCC)=O (EA), CN(C)C=O (DMF). Reaction conditions: temperature 110 celsius, time 30 minute. Product: C(C)(C)(C)OC(CN(C(C1=CC=C(C=C1)NC(CC1=C(C=C(C=C1)OC)C(F)(F)F)=O)=O)CC1=CC=C(C(=O)O)C=C1)=O (4-((N-(2-(tert-butoxy)-2-oxoethyl)-4-(2-(4-methoxy-2-(trifluoromethyl)phenyl)acetamido)benzamido)methyl)benzoic acid). Isolated yield 60.0%. As a reaction SMILES: [CH:1]([O-:3])=[O:2].[Li+].CCN(C(C)C)C(C)C.C(OC(=O)C)(=O)C.N#N.I[C:24]1[CH:63]=[CH:62][C:27]([CH2:28][N:29]([CH2:54][C:55]([O:57][C:58]([CH3:61])([CH3:60])[CH3:59])=[O:56])[C:30](=[O:53])[C:31]2[CH:36]=[CH:35][C:34]([NH:37][C:38](=[O:52])[CH2:39][C:40]3[CH:45]=[CH:44][C:43]([O:46][CH3:47])=[CH:42][C:41]=3[C:48]([F:51])([F:50])[F:49])=[CH:33][CH:32]=2)=[CH:26][CH:25]=1>CN(C=O)C.CC(=O)OCC.C1C=CC(P(C2C=CC=CC=2)[C-]2C=CC=C2)=CC=1.C1C=CC(P(C2C=CC=CC=2)[C-]2C=CC=C2)=CC=1.Cl[Pd]Cl.[Fe+2]>[C:58]([O:57][C:55](=[O:56])[CH2:54][N:29]([CH2:28][C:27]1[CH:62]=[CH:63][C:24]([C:1]([OH:3])=[O:2])=[CH:25][CH:26]=1)[C:30](=[O:53])[C:31]1[CH:36]=[CH:35][C:34]([NH:37][C:38](=[O:52])[CH2:39][C:40]2[CH:45]=[CH:44][C:43]([O:46][CH3:47])=[CH:42][C:41]=2[C:48]([F:51])([F:50])[F:49])=[CH:33][CH:32]=1)([CH3:61])([CH3:60])[CH3:59] |f:0.1,8.9.10.11|. Procedure details: To a stirring mixture of lithium formate (0.30 g, 5.85 mmol) and DIPEA (0.68 mL, 3.90 mmol) in DMF (3 mL) was added acetic anhydride (0.37 mL, 3.90 mmol). After 30 min, a N2 purged solution of tert-butyl 2-(N-(4-iodobenzyl)-4-(2-(4-methoxy-2-(trifluoromethyl)phenyl)acetamido)benzamido)acetate INT-36 (1.33 g, 1.95 mmol) and PdCl2(dppf) (143 mg, 0.20 mmol) in DMF (2 mL) was added and the mixture heated to 110° C. for 1 h. The reaction mixture was allowed to cool to room temperature, diluted with E... Procedure details: (Scheme 3 (O)) This compound was obtained using the procedures as described above. The following scales and reagents were used: 7-(2-Methyl-4,5-diphenyl-imidazol-1-yl)-heptanoic acid ethyl ester (390 mg, 1 mmole), Sodium bis(trimethylsilyl)amide (1M in THF) (1.2 ml, 1.2 mmole), Iodoethane (0.4 ml, 779.8 mg, 5 mmole), anhydrous THF (10 ml). Product was obtained (100 mg, 24%). 1H NMR (CDCl3): δ0.88 (t, 3H), 1.23 (m, 4H), 1.33 (t, 3H), 1.54 (m, 4H), 1.68 (b, 1H), 2.04 (s, 1H), 2.17 (m, 1H), 2.49 (s... The product is C(C)OC(C(CCCCCN1C(=NC(=C1C1=CC=CC=C1)C1=CC=CC=C1)C)CC)=O (2-Ethyl-7-(2-methyl-4,5-diphenyl-imidazol-1-yl)-heptanoic acid ethyl ester). Reaction SMILES: C[Si]([N-][Si](C)(C)C)(C)C.[Na+].[CH2:11]([O:13][C:14](=[O:39])[CH2:15][CH2:16][CH2:17][CH2:18][CH2:19][CH2:20][N:21]1[C:25]([C:26]2[CH:31]=[CH:30][CH:29]=[CH:28][CH:27]=2)=[C:24]([C:32]2[CH:37]=[CH:36][CH:35]=[CH:34][CH:33]=2)[N:23]=[C:22]1[CH3:38])[CH3:12].I[CH2:41][CH3:42]>C1COCC1>[CH2:11]([O:13][C:14](=[O:39])[CH:15]([CH2:41][CH3:42])[CH2:16][CH2:17][CH2:18][CH2:19][CH2:20][N:21]1[C:25]([C:26]2[CH:31]=[CH:30][CH:29]=[CH:28][CH:27]=2)=[C:24]([C:32]2[CH:33]=[CH:34][CH:35]=[CH:36][CH:37]=2)[N:23]=[C:22]1[CH3:38])[CH3:12] |f:0.1|. The reactants are C[Si](C)(C)[N-][Si](C)(C)C.[Na+] (Sodium bis(trimethylsilyl)amide), ICC (Iodoethane), C(C)OC(CCCCCCN1C(=NC(=C1C1=CC=CC=C1)C1=CC=CC=C1)C)=O (7-(2-Methyl-4,5-diphenyl-imidazol-1-yl)-heptanoic acid ethyl ester), C[Si](C)(C)[N-][Si](C)(C)C.[Na+] (Sodium bis(trimethylsilyl)amide). The solvent is C1CCOC1 (THF). Reactants: CC1(C=2C=CC(=CC2C(CC1)(C)C)C1(COC2=C1C=C(C=C2)C(=O)O)C)C (3-(5,6,7,8-tetrahydro-5,5,8,8-tetramethyl-2-naphthyl)-3-methyl-2H-1-benzofuran-5-carboxylic acid), ON1N=NC2=C1C=CC=C2 (1-hydroxybenzotriazole), N1CCOCC1 (morpholine), O (water). The solvent is C1CCOC1 (THF), CN(C)C=O (DMF), C(C)(=O)OCC (ethyl acetate). Yields the product CC1(C=2C=CC(=CC2C(CC1)(C)C)C1(COC2=C1C=C(C=C2)C(=O)N2CCOCC2)C)C ([3-(5,6,7,8-tetrahydro-5,5,8,8-tetramethyl-2-naphthyl)-3-methyl-2H-1-benzofur-5-oyl]-morpholine). As a reaction SMILES: [CH3:1][C:2]1([CH3:27])[CH2:11][CH2:10][C:9]([CH3:13])([CH3:12])[C:8]2[CH:7]=[C:6]([C:14]3([CH3:26])[C:18]4[CH:19]=[C:20]([C:23](O)=[O:24])[CH:21]=[CH:22][C:17]=4[O:16][CH2:15]3)[CH:5]=[CH:4][C:3]1=2.ON1C2C=CC=CC=2N=N1.[NH:38]1[CH2:43][CH2:42][O:41][CH2:40][CH2:39]1.O>C1COCC1.CN(C=O)C.C(OCC)(=O)C>[CH3:1][C:2]1([CH3:27])[CH2:11][CH2:10][C:9]([CH3:12])([CH3:13])[C:8]2[CH:7]=[C:6]([C:14]3([CH3:26])[C:18]4[CH:19]=[C:20]([C:23]([N:38]5[CH2:43][CH2:42][O:41][CH2:40][CH2:39]5)=[O:24])[CH:21]=[CH:22][C:17]=4[O:16][CH2:15]3)[CH:5]=[CH:4][C:3]1=2. Procedure: A solution of 3-(5,6,7,8-tetrahydro-5,5,8,8-tetramethyl-2-naphthyl)-3-methyl-2H-1-benzofuran-5-carboxylic acid (100 mg, 0.275 mmol), 1-hydroxybenzotriazole (74 mg, 0.55 mmol) 1,3-dicyclohexylcarbodiimide (112 mg, 0.55 mmol) and morpholine (0.024 ml, 0.255 mmol) in 5 ml of THF and 2 ml of DMF is stirred at room temperature for 6 hours. 30 ml of water and 30 ml of ethyl acetate are added. After stirring and separation of the phases by settling, the aqueous phase is extracted with 2×30 ml of ethyl ... The reactants are O=C(O)c1cc(B(O)O)ccc1Cl, O=C([O-])[O-], CCOC(C)=O, [Cs+], [Cs+], CNC(=O)c1c(-c2ccc(F)cc2)oc2ccc(OS(=O)(=O)C(F)(F)F)cc12, C1COCCO1, O. Yields the product CNC(=O)c1c(-c2ccc(F)cc2)oc2ccc(-c3ccc(Cl)c(C(=O)O)c3)cc12. RXN SMILES: [B:35]([OH:36])([OH:37])[c:38]1[cH:39][cH:40][c:41]([Cl:47])[c:42]([C:43](=[O:44])[OH:45])[cH:46]1.[C:48](=[O:49])([O-:50])[O-:51].[CH3:54][CH2:55][O:56][C:57](=[O:58])[CH3:59].[Cs+:52].[Cs+:53].[F:1][C:2]([F:3])([F:4])[S:5]([O:6][c:7]1[cH:8][cH:9][c:10]2[c:11]([c:12]([C:22]([NH:23][CH3:24])=[O:25])[c:13](-[c:15]3[cH:16][cH:17][c:18]([F:21])[cH:19][cH:20]3)[o:14]2)[cH:26]1)(=[O:27])=[O:28].[O:29]1[CH2:30][CH2:31][O:32][CH2:33][CH2:34]1.[OH2:60]>>[c:7]1(-[c:38]2[cH:39][cH:40][c:41]([Cl:47])[c:42]([C:43](=[O:44])[OH:45])[cH:46]2)[cH:8][cH:9][c:10]2[c:11]([c:12]([C:22]([NH:23][CH3:24])=[O:25])[c:13](-[c:15]3[cH:16][cH:17][c:18]([F:21])[cH:19][cH:20]3)[o:14]2)[cH:26]1. Starting materials: C(=O)[C@]12[C@@H]([C@H]3CC[C@@H]4[C@]5(CC=C(C([C@@H]5CC[C@]4([C@@]3(CC1)C)C)(C)C)C1=CC=C(C(=O)OC(C)(C)C)C=C1)C)[C@@H](CC2)C(=C)C (tert-butyl 4-((1R,3aS,5aR,5bR,7aR,11aS,11bR,13aR,13bR)-3a-formyl-5a,5b,8,8,11a-pentamethyl-1-(prop-1-en-2-yl)-2,3,3a,4,5,5a,5b,6,7,7a,8,11,11a,11b,12,13,13a,13b-octadecahydro-1H-cyclopenta[a]chrysen-9-yl)benzoate), C(C)(=O)O (acetic acid), NCC1N(CCC1)CC (2-(aminomethyl)-1-ethylpyrrolidine), C(C)(=O)O[BH-](OC(C)=O)OC(C)=O.[Na+] (sodium triacetoxyborohydride), C(C)(=O)O[BH-](OC(C)=O)OC(C)=O.[Na+] (sodium triacetoxyborohydride), C(C)(=O)O (acetic acid), NCC1N(CCC1)CC (2-(aminomethyl)-1-ethylpyrrolidine), C(C)(=O)O[BH-](OC(C)=O)OC(C)=O.[Na+] (sodium triacetoxyborohydride). The solvent is ClCCCl (DCE), C(=O)(O)[O-].[Na+] (NaHCO3). Run at time 15 minute. The product is C(C)N1C(CCC1)CNC[C@]12[C@@H]([C@H]3CC[C@@H]4[C@]5(CC=C(C([C@@H]5CC[C@]4([C@@]3(CC1)C)C)(C)C)C1=CC=C(C(=O)OC(C)(C)C)C=C1)C)[C@@H](CC2)C(=C)C (tert-butyl 4-((1R,3aS,5aR,5bR,7aR,11aS,11bR,13aR,13bR)-3a-(((1-ethylpyrrolidin-2-yl)methylamino)methyl)-5a,5b,8,8,11a-pentamethyl-1-(prop-1-en-2-yl)-2,3,3a,4,5,5a,5b,6,7,7a,8,11,11a,11b,12,13,13a,13b-octadecahydro-1H-cyclopenta[a]chrysen-9-yl)benzoate). RXN SMILES: [CH:1]([C@:3]12[CH2:41][CH2:40][C@@H:39]([C:42]([CH3:44])=[CH2:43])[C@@H:4]1[C@@H:5]1[C@@:18]([CH3:21])([CH2:19][CH2:20]2)[C@@:17]2([CH3:22])[C@@H:8]([C@:9]3([CH3:38])[C@@H:14]([CH2:15][CH2:16]2)[C:13]([CH3:24])([CH3:23])[C:12]([C:25]2[CH:37]=[CH:36][C:28]([C:29]([O:31][C:32]([CH3:35])([CH3:34])[CH3:33])=[O:30])=[CH:27][CH:26]=2)=[CH:11][CH2:10]3)[CH2:7][CH2:6]1)=O.C(O)(=O)C.[NH2:49][CH2:50][CH:51]1[CH2:55][CH2:54][CH2:53][N:52]1[CH2:56][CH3:57].C(O[BH-](OC(=O)C)OC(=O)C)(=O)C.[Na+]>ClCCCl.C([O-])(O)=O.[Na+]>[CH2:56]([N:52]1[CH2:53][CH2:54][CH2:55][CH:51]1[CH2:50][NH:49][CH2:1][C@:3]12[CH2:41][CH2:40][C@@H:39]([C:42]([CH3:44])=[CH2:43])[C@@H:4]1[C@@H:5]1[C@@:18]([CH3:21])([CH2:19][CH2:20]2)[C@@:17]2([CH3:22])[C@@H:8]([C@:9]3([CH3:38])[C@@H:14]([CH2:15][CH2:16]2)[C:13]([CH3:23])([CH3:24])[C:12]([C:25]2[CH:26]=[CH:27][C:28]([C:29]([O:31][C:32]([CH3:33])([CH3:34])[CH3:35])=[O:30])=[CH:36][CH:37]=2)=[CH:11][CH2:10]3)[CH2:7][CH2:6]1)[CH3:57] |f:3.4,6.7|. Procedure: To a solution of tert-butyl 4-((1R,3aS,5aR,5bR,7aR,11aS,11bR,13aR,13bR)-3a-formyl-5a,5b,8,8,11a-pentamethyl-1-(prop-1-en-2-yl)-2,3,3a,4,5,5a,5b,6,7,7a,8,11,11a,11b,12,13,13a,13b-octadecahydro-1H-cyclopenta[a]chrysen-9-yl)benzoate (0.1 g, 0.167 mmol) in DCE (2 ml) was added acetic acid (1M in DCM) (0.167 ml, 0.167 mmol) and 2-(aminomethyl)-1-ethylpyrrolidine (0.029 ml, 0.200 mmol). The mixture was stirred for 15 minutes at rt and sodium triacetoxyborohydride (0.071 g, 0.334 mmol) was added. The m... Reported procedure: By using 5-(4-aminophenyl)-1H-naphtho[1,2-b][1,4]diazepine-2,4(3H,5H)-dione obtained in Example 1, (3), and 3-chloro-2-methoxybenzoyl chloride, the title compound (yield 9%) was obtained in the same manner as that of Example 1, (4). As a reaction SMILES: [NH2:1][C:2]1[CH:7]=[CH:6][C:5]([N:8]2[C:14](=[O:15])[CH2:13][C:12](=[O:16])[NH:11][C:10]3[C:17]4[C:22]([CH:23]=[CH:24][C:9]2=3)=[CH:21][CH:20]=[CH:19][CH:18]=4)=[CH:4][CH:3]=1.[Cl:25][C:26]1[C:27]([O:35][CH3:36])=[C:28]([CH:32]=[CH:33][CH:34]=1)[C:29](Cl)=[O:30].NC1C=CC(N2C(=O)CC(=O)NC3C(CC)=CC=CC2=3)=CC=1>>[Cl:25][C:26]1[C:27]([O:35][CH3:36])=[C:28]([CH:32]=[CH:33][CH:34]=1)[C:29]([NH:1][C:2]1[CH:7]=[CH:6][C:5]([N:8]2[C:14](=[O:15])[CH2:13][C:12](=[O:16])[NH:11][C:10]3[C:17]4[C:22]([CH:23]=[CH:24][C:9]2=3)=[CH:21][CH:20]=[CH:19][CH:18]=4)=[CH:4][CH:3]=1)=[O:30]. The reactants are NC1=CC=C(C=C1)N1C2=C(NC(CC1=O)=O)C1=CC=CC=C1C=C2 (5-(4-aminophenyl)-1H-naphtho[1,2-b][1,4]diazepine-2,4(3H,5H)-dione), NC1=CC=C(C=C1)N1C2=C(NC(CC1=O)=O)C(=CC=C2)CC (1-(4-Aminophenyl)-6-ethyl-1H-benzo[b][1,4]diazepine-2,4(3H,5H)-dione), ClC=1C(=C(C(=O)Cl)C=CC1)OC (3-chloro-2-methoxybenzoyl chloride). The product is ClC=1C(=C(C(=O)NC2=CC=C(C=C2)N2C3=C(NC(CC2=O)=O)C2=CC=CC=C2C=C3)C=CC1)OC (5-[4-(3-Chloro-2-methoxybenzoylamino)phenyl]-1H-naphtho[1,2-b][1,4]diazepine-2,4(3H,5H)-dione). The yield is 9.0%. The reactants are ClCCOCc1ccccc1, CCO, [K+], NC(N)=S, [OH-], O. Yields the product SCCOCc1ccccc1. As a reaction SMILES: [CH2:1]([c:2]1[cH:3][cH:4][cH:5][cH:6][cH:7]1)[O:8][CH2:9][CH2:10][Cl:11].[CH3:19][CH2:20][OH:21].[K+:17].[NH2:12][C:13]([NH2:14])=[S:15].[OH-:16].[OH2:18]>>[CH2:1]([c:2]1[cH:3][cH:4][cH:5][cH:6][cH:7]1)[O:8][CH2:9][CH2:10][SH:15].